Dataset: the Open Reaction Database (ORD), a public repository of structured organic reaction records. Task: describe an organic reaction: reactants, conditions, products, and yield Starting materials: ClCC1=CC(=NC2=CC=CC=C12)C (4-chloromethyl-2-methylquinoline), IC1=CC=C(C=C1)O (4-iodophenol), C(=O)([O-])[O-].[K+].[K+] (K2CO3). Run in CC#N (CH3CN). Yields the product IC1=CC=C(OCC2=CC(=NC3=CC=CC=C23)C)C=C1 (4-(4-iodo-phenoxymethyl)-2-methylquinoline). Isolated yield 100.0%. As a reaction SMILES: Cl[CH2:2][C:3]1[C:12]2[C:7](=[CH:8][CH:9]=[CH:10][CH:11]=2)[N:6]=[C:5]([CH3:13])[CH:4]=1.[I:14][C:15]1[CH:20]=[CH:19][C:18]([OH:21])=[CH:17][CH:16]=1.C([O-])([O-])=O.[K+].[K+]>CC#N>[I:14][C:15]1[CH:20]=[CH:19][C:18]([O:21][CH2:2][C:3]2[C:12]3[C:7](=[CH:8][CH:9]=[CH:10][CH:11]=3)[N:6]=[C:5]([CH3:13])[CH:4]=2)=[CH:17][CH:16]=1 |f:2.3.4|. Procedure: To a CH3CN (200 mL) solution of 4-chloromethyl-2-methylquinoline (10.22 g, 53.3 mmol) and 4-iodophenol (11.98 g, 1.02 eq) was added K2CO3. The suspension was heated to reflux for 6 h. The mixture was then filtered through Celite® while the solution was still hot. The 4-(4-iodo-phenoxymethyl)-2-methylquinoline (20 g, 100%) was obtained as fine crystals after recrystalization in CH3CN. Starting materials: ClC1=C2C=C(N(C2=C(C=C1)O)C)C(=O)OCC (ethyl 4-chloro-7-hydroxy-1-methyl-2-indolecarboxylate), C(C)(C)(C)OC(=O)NCC1=CC=C(CCl)C=C1 (4-(tert-butoxycarbonylaminomethyl)-benzyl chloride), [H-].[Na+] (sodium hydride). Solvent: CN(C=O)C (dimethylformamide). The product is C(C)(C)(C)OC(=O)NCC1=CC=C(COC=2C=CC(=C3C=C(N(C23)C)C(=O)OCC)Cl)C=C1 (ethyl 7-[4-(tert-butoxycarbonylaminomethyl)benzyloxy]-4-chloro-1-methyl-2-indolecarboxylate). Yield: 74.1%. As a reaction SMILES: [Cl:1][C:2]1[CH:10]=[CH:9][C:8]([OH:11])=[C:7]2[C:3]=1[CH:4]=[C:5]([C:13]([O:15][CH2:16][CH3:17])=[O:14])[N:6]2[CH3:12].[C:18]([O:22][C:23]([NH:25][CH2:26][C:27]1[CH:34]=[CH:33][C:30]([CH2:31]Cl)=[CH:29][CH:28]=1)=[O:24])([CH3:21])([CH3:20])[CH3:19].[H-].[Na+]>CN(C)C=O>[C:18]([O:22][C:23]([NH:25][CH2:26][C:27]1[CH:34]=[CH:33][C:30]([CH2:31][O:11][C:8]2[CH:9]=[CH:10][C:2]([Cl:1])=[C:3]3[C:7]=2[N:6]([CH3:12])[C:5]([C:13]([O:15][CH2:16][CH3:17])=[O:14])=[CH:4]3)=[CH:29][CH:28]=1)=[O:24])([CH3:21])([CH3:19])[CH3:20] |f:2.3|. Procedure: The reaction was carried out in a manner similar to Example 196 a) except for using 0.44 g (1.74 mmol) of ethyl 4-chloro-7-hydroxy-1-methyl-2-indolecarboxylate, 0.66 g (2.58 mmol) of 4-(tert-butoxycarbonylaminomethyl)-benzyl chloride, 0.07 g (1.74 mmol) of 60% sodium hydride and 20 ml of dimethylformamide. Thus, 0.61 g (73.1%) of ethyl 7-[4-(tert-butoxycarbonylaminomethyl)benzyloxy]-4-chloro-1-methyl-2-indolecarboxylate was obtained. Starting materials: [OH-].[Na+] (sodium hydroxide), ClC=1C=C(C=O)C=CC1Cl (3,4-dichlorobenzaldehyde), CC(=O)C (acetone). Solvent: O (water), O (water). Conditions: time 48 hour. Product: ClC=1C=C(C=CC(C)=O)C=CC1Cl (3,4-dichlorobenzalacetone). RXN SMILES: [Cl:1][C:2]1[CH:3]=[C:4]([CH:7]=[CH:8][C:9]=1[Cl:10])[CH:5]=O.[OH-].[Na+].[CH3:13][C:14]([CH3:16])=[O:15]>O>[Cl:1][C:2]1[CH:3]=[C:4]([CH:7]=[CH:8][C:9]=1[Cl:10])[CH:5]=[CH:13][C:14](=[O:15])[CH3:16] |f:1.2|. Reported procedure: A solution of 14 g of 3,4-dichlorobenzaldehyde in 65 ml of acetone is diluted with 435 ml of water and treated with a solution of 5 g of sodium hydroxide in 50 ml of water. The mixture is stirred for 48 hr, extracted with benzene, dried and concentrated in vacuo to give 3,4-dichlorobenzalacetone as an oil which crystallizes on standing. Reactants: Cl (HCl), O1CCOCC1 (1,4-dioxane), CC1=C2C(=CN(C2=CC=C1)[C@@H]1O[C@@H]([C@H]([C@@H]([C@H]1OC(C)=O)OC(C)=O)OC(C)=O)COC(C)=O)CC1=CC=C(C=C1)/C=C/CCN1CCCC2(C1)CCN(CC2)C(=O)OC(C)(C)C (tert-butyl 4-[(E)-4-[4-[[4-methyl-1-[(2R,3R,4S,5R,6R)-3,4,5-triacetoxy-6-(acetoxymethyl)tetrahydropyran-2-yl]indol-3-yl]methyl]phenyl]but-3-enyl]-4,9-diazaspiro[5.5]undecane-9-carboxylate). The solvent is ClCCl (dichloromethane). Run at time 3 hour. The product is Cl.Cl.C(C)(=O)OC[C@H]1O[C@H]([C@@H]([C@H]([C@@H]1OC(C)=O)OC(C)=O)OC(C)=O)N1C=C(C2=C(C=CC=C12)C)CC1=CC=C(C=C1)\C=C\CCN1CCCC2(C1)CCNCC2 ([(2R,3R,4S,5R,6R)-3,4,5-triacetoxy-6-[3-[[4-[(E)-4-(4,9-diazaspiro[5.5]undecan-4-yl)but-1-enyl]phenyl]methyl]-4-methyl-indol-1-yl]tetrahydropyran-2-yl]methyl acetate dihydrochloride). Reaction SMILES: [ClH:1].O1CCOCC1.[CH3:8][C:9]1[CH:17]=[CH:16][CH:15]=[C:14]2[C:10]=1[C:11]([CH2:41][C:42]1[CH:47]=[CH:46][C:45](/[CH:48]=[CH:49]/[CH2:50][CH2:51][N:52]3[CH2:57][C:56]4([CH2:62][CH2:61][N:60](C(OC(C)(C)C)=O)[CH2:59][CH2:58]4)[CH2:55][CH2:54][CH2:53]3)=[CH:44][CH:43]=1)=[CH:12][N:13]2[C@H:18]1[C@H:23]([O:24][C:25](=[O:27])[CH3:26])[C@@H:22]([O:28][C:29](=[O:31])[CH3:30])[C@H:21]([O:32][C:33](=[O:35])[CH3:34])[C@@H:20]([CH2:36][O:37][C:38](=[O:40])[CH3:39])[O:19]1>ClCCl>[ClH:1].[ClH:1].[C:38]([O:37][CH2:36][C@@H:20]1[C@@H:21]([O:32][C:33](=[O:35])[CH3:34])[C@H:22]([O:28][C:29](=[O:31])[CH3:30])[C@@H:23]([O:24][C:25](=[O:27])[CH3:26])[C@H:18]([N:13]2[C:14]3[C:10](=[C:9]([CH3:8])[CH:17]=[CH:16][CH:15]=3)[C:11]([CH2:41][C:42]3[CH:47]=[CH:46][C:45](/[CH:48]=[CH:49]/[CH2:50][CH2:51][N:52]4[CH2:57][C:56]5([CH2:58][CH2:59][NH:60][CH2:61][CH2:62]5)[CH2:55][CH2:54][CH2:53]4)=[CH:44][CH:43]=3)=[CH:12]2)[O:19]1)(=[O:40])[CH3:39] |f:4.5.6|. Reported procedure: Add 4N HCl in 1,4-dioxane (112 5 mmol) to a solution of tert-butyl 4-[(E)-4-[4-[[4-methyl-1-[(2R,3R,4S,5R,6R)-3,4,5-triacetoxy-6-(acetoxymethyl)tetrahydropyran-2-yl]indol-3-yl]methyl]phenyl]but-3-enyl]-4,9-diazaspiro[5.5]undecane-9-carboxylate (22.5 mmol) in dichloromethane (200 mL) at room temperature. Stir for 3 hours, then concentrate under reduced pressure to yield crude [(2R,3R,4S,5R,6R)-3,4,5-triacetoxy-6-[3-[[4-[(E)-4-(4,9-diazaspiro[5.5]undecan-4-yl)but-1-enyl]phenyl]methyl]-4-methyl-ind... Starting materials: ClC1=C(C=CC(=C1)F)C(C(=O)OC)C(=O)OC (dimethyl 2-chloro-4-fluorophenylmalonate), CC1=NN=C(O1)C1=C(NN=C1)N (4-(5-methyl-[1,3,4]oxadiazol-2-yl)-2H-pyrazol-3-ylamine). Run at temperature 185 celsius, time 3 hour. The product is ClC1=C(C=CC(=C1)F)C=1C(=NC=2N(C1O)N=CC2C=2OC(=NN2)C)O (6-(2-Chloro-4-fluorophenyl)-3-(5-methyl-[1,3,4]oxadiazol-2-yl)pyrazolo[1,5-a]pyrimidine-5,7-diol). Reaction SMILES: [Cl:1][C:2]1[CH:7]=[C:6]([F:8])[CH:5]=[CH:4][C:3]=1[CH:9]([C:14]([O:16]C)=O)[C:10]([O:12]C)=O.[CH3:18][C:19]1[O:23][C:22]([C:24]2[CH:28]=[N:27][NH:26][C:25]=2[NH2:29])=[N:21][N:20]=1>>[Cl:1][C:2]1[CH:7]=[C:6]([F:8])[CH:5]=[CH:4][C:3]=1[C:9]1[C:10]([OH:12])=[N:29][C:25]2[N:26]([N:27]=[CH:28][C:24]=2[C:22]2[O:23][C:19]([CH3:18])=[N:20][N:21]=2)[C:14]=1[OH:16]. Procedure details: 0.789 g of dimethyl 2-chloro-4-fluorophenylmalonate and 0.79 ml of tributyalmine were added to 0.5 g of the 4-(5-methyl-[1,3,4]oxadiazol-2-yl)-2H-pyrazol-3-ylamine obtained under Ac), and the mixture was stirred at 185° C. for 3 h. Concentration gave a glass-like substance.